describe an organic reaction: reactants, conditions, products, and yield From a dataset of the Open Reaction Database (ORD), a public repository of structured organic reaction records. Reactants: ClCC(=O)N1[C@@H](CC[C@@H]1C)C#N ((2S,5S)-1-(2-Chloro-acetyl)-5-methyl-pyrrolidine-2-carbonitrile), C1(CCCC1)N (cyclopentylamine). Solvent: C(C)#N (acetonitrile). Conditions: time 8 hour. Product: C1(CCCC1)NCC(=O)N1[C@@H](CC[C@@H]1C)C#N ((2S,5S)-1-(N-cyclopentylglycyl)-5-methylpyrrolidine-2-carbonitrile). As a reaction SMILES: Cl[CH2:2][C:3]([N:5]1[C@@H:9]([CH3:10])[CH2:8][CH2:7][C@H:6]1[C:11]#[N:12])=[O:4].[CH:13]1([NH2:18])[CH2:17][CH2:16][CH2:15][CH2:14]1>C(#N)C>[CH:13]1([NH:18][CH2:2][C:3]([N:5]2[C@@H:9]([CH3:10])[CH2:8][CH2:7][C@H:6]2[C:11]#[N:12])=[O:4])[CH2:17][CH2:16][CH2:15][CH2:14]1. Procedure details: (2S,5S)-1-(2-Chloro-acetyl)-5-methyl-pyrrolidine-2-carbonitrile (50 mg, 0.30 mmol) and cyclopentylamine (0.059 mL, 0.6 mmol) were dissolved in acetonitrile (2 mL) and stirred overnight. The product was purified by reverse phase HPLC eluting with 0% to 70% acetonitrile/0.1% aqueous trifluoroacetic acid. 1H NMR (300 MHz, methanol-d4) δ ppm 1.36 (d, J=6.44 Hz, 3H), 1.68 (m, 5H), 1.85 (m, 3H), 2.16 (m, 3H), 2.38 (m, 3H), 3.60 (m, 1H), 4.20 (m, 1H), 4.77 (m, 1H). MS (ESI) m/z 236 (M+H)+.